This data is from the Open Reaction Database (ORD), a public repository of structured organic reaction records. The task is: describe an organic reaction: reactants, conditions, products, and yield The reactants are ice, ClC1=CC(=CC=C1)C(=O)OO (3-chloroperbenzoic acid), C(CCC)SC1N(N=C(OC1)C1=CC(=CC=C1)C(F)(F)F)C(=O)NC1=CC=C(C=C1)C(F)(F)F (5-(butylthio)-5,6-dihydro-2-[3-(trifluoromethyl)phenyl]-N-[4-(trifluoro-methyl)phenyl]-4H-1,3,4-oxadiazine-4-carboxamide), C(CCC)SC1N(N=C(OC1)C1=CC(=CC=C1)C(F)(F)F)C(=O)NC1=CC=C(C=C1)C(F)(F)F (5-(butylthio)-5,6-dihydro-2-[3-(trifluoromethyl)phenyl]-N-[4-(trifluoro-methyl)phenyl]-4H-1,3,4-oxadiazine-4-carboxamide), C([O-])(O)=O.[Na+] (sodium bicarbonate). The solvent is ClCCl (dichloromethane), ClCCl (dichloromethane). Run at time 30 minute. Product: C(CCC)S(=O)C1N(N=C(OC1)C1=CC(=CC=C1)C(F)(F)F)C(=O)NC1=CC=C(C=C1)C(F)(F)F (5-(butylsulfinyl)-5,6-dihydro-2-[3-(trifluoromethyl)phenyl]-N-[4-(trifluoromethyl)phenyl]-4H-1,3,4-oxadiazine-4-carboxamide). As a reaction SMILES: [CH2:1]([S:5][CH:6]1[CH2:11][O:10][C:9]([C:12]2[CH:17]=[CH:16][CH:15]=[C:14]([C:18]([F:21])([F:20])[F:19])[CH:13]=2)=[N:8][N:7]1[C:22]([NH:24][C:25]1[CH:30]=[CH:29][C:28]([C:31]([F:34])([F:33])[F:32])=[CH:27][CH:26]=1)=[O:23])[CH2:2][CH2:3][CH3:4].C(=O)(O)[O-:36].[Na+].ClC1C=CC=C(C(OO)=O)C=1>ClCCl>[CH2:1]([S:5]([CH:6]1[CH2:11][O:10][C:9]([C:12]2[CH:17]=[CH:16][CH:15]=[C:14]([C:18]([F:19])([F:21])[F:20])[CH:13]=2)=[N:8][N:7]1[C:22]([NH:24][C:25]1[CH:26]=[CH:27][C:28]([C:31]([F:34])([F:33])[F:32])=[CH:29][CH:30]=1)=[O:23])=[O:36])[CH2:2][CH2:3][CH3:4] |f:1.2|. Procedure details: To an ice-cooled mixture of 1.1 g 5-(butylthio)-5,6-dihydro-2-[3-(trifluoromethyl)phenyl]-N-[4-(trifluoro-methyl)phenyl]-4H-1,3,4-oxadiazine-4-carboxamide (Compound 14) and 1.8 g sodium bicarbonate in 15 ml dichloromethane was added dropwise a solution of 0.52 g 3-chloroperbenzoic acid in 4 ml dichloromethane. After stirring for 30 min the mixture was filtered. The filtrate was washed with 2M sodium sulfite and saturated sodium bicarbonate and then dried over sodium sulfate and concentrated unde... Reactants: C(C)(C)C1=C(C(=CC=C1)C(C)C)N1C=NC=C1 (1-(2,6-diisopropylphenyl)imidazole), BrCCCCCCC (1-bromoheptane). The solvent is C1CCOC1 (THF). Yields the product [Br-].C(C)(C)C1=C(C(=CC=C1)C(C)C)[N+]1=CN(C=C1)CCCCCC (1-(2,6-diisopropylphenyl)-3-hexyl imidazolium bromide). Reaction SMILES: [CH:1]([C:4]1[CH:9]=[CH:8][CH:7]=[C:6]([CH:10]([CH3:12])[CH3:11])[C:5]=1[N:13]1[CH:17]=[CH:16][N:15]=[CH:14]1)([CH3:3])[CH3:2].[Br:18][CH2:19][CH2:20][CH2:21][CH2:22][CH2:23][CH2:24]C>C1COCC1>[Br-:18].[CH:1]([C:4]1[CH:9]=[CH:8][CH:7]=[C:6]([CH:10]([CH3:12])[CH3:11])[C:5]=1[N+:13]1[CH:17]=[CH:16][N:15]([CH2:19][CH2:20][CH2:21][CH2:22][CH2:23][CH3:24])[CH:14]=1)([CH3:2])[CH3:3] |f:3.4|. Reported procedure: According to the general synthesis procedure 4.4 mmol (1.00 g) 1-(2,6-diisopropylphenyl)imidazole and 5.3 mmol (0.940 g, 0.83 ml) 1-bromoheptane are dissolved in 5 ml THF and heated for 20 h to 110° C. Reactants: NC1=NC(=CC(=N1)OC)C (2-amino-4-methoxy-6-methylpyrimidine), S1C=C(C2=C1C=CC=C2)S(=O)(=O)N=C=O (benzothiophene-3-sulfonyl isocyanate). The solvent is C(C)#N (acetonitrile). Yields the product COC1=NC(=NC(=C1)C)NC(=O)NS(=O)(=O)C1=CSC2=C1C=CC=C2 (N-[(4-methoxy-6-methylpyrimidin-2-yl)aminocarbonyl]benzothiophene-3-sulfonamide). RXN SMILES: [NH2:1][C:2]1[N:7]=[C:6]([O:8][CH3:9])[CH:5]=[C:4]([CH3:10])[N:3]=1.[S:11]1[C:15]2[CH:16]=[CH:17][CH:18]=[CH:19][C:14]=2[C:13]([S:20]([N:23]=[C:24]=[O:25])(=[O:22])=[O:21])=[CH:12]1>C(#N)C>[CH3:9][O:8][C:6]1[CH:5]=[C:4]([CH3:10])[N:3]=[C:2]([NH:1][C:24]([NH:23][S:20]([C:13]2[C:14]3[CH:19]=[CH:18][CH:17]=[CH:16][C:15]=3[S:11][CH:12]=2)(=[O:21])=[O:22])=[O:25])[N:7]=1. Procedure: To 25 ml of anhydrous acetonitrile containing 1.4 g of 2-amino-4-methoxy-6-methylpyrimidine was added 2.4 g of benzothiophene-3-sulfonyl isocyanate with stirring. The mixture was heated to boiling, allowed to cool to room temperature and then stirred overnight. The resultant precipitate was filtered off and washed with ether to yield 2 g of the desired product, m.p. 180°-181° C. It showed absorption by NMR (60 MC) at 2.24 δ (6-CH3 group), 3.8 δ (4-OCH3), 6.2 δ (5-H on pyrimidine), 7-8 δ (aryl H'...